This data is from the Open Reaction Database (ORD), a public repository of structured organic reaction records. The task is: describe an organic reaction: reactants, conditions, products, and yield Starting materials: N1=CC=C(C=C1)CN(C(C)=O)CC1=CC=C(C=C1)OCCCCCCCCCCCCCC (N-(4-Pyridinylmethyl)-N-[[4-(tetradecyloxy)phenyl]methyl]acetamide), CI (methyl iodide). Product: [I-].C(C)(=O)N(CC1=CC=C(C=C1)OCCCCCCCCCCCCCC)CC1=CC=[N+](C=C1)C (4-[[Acetyl[[4-(tetradecyloxy)phenyl]methyl]amino]methyl]-1-methylpyridinium iodide). Reaction SMILES: [N:1]1[CH:6]=[CH:5][C:4]([CH2:7][N:8]([CH2:12][C:13]2[CH:18]=[CH:17][C:16]([O:19][CH2:20][CH2:21][CH2:22][CH2:23][CH2:24][CH2:25][CH2:26][CH2:27][CH2:28][CH2:29][CH2:30][CH2:31][CH2:32][CH3:33])=[CH:15][CH:14]=2)[C:9](=[O:11])[CH3:10])=[CH:3][CH:2]=1.[CH3:34][I:35]>>[I-:35].[C:9]([N:8]([CH2:7][C:4]1[CH:3]=[CH:2][N+:1]([CH3:34])=[CH:6][CH:5]=1)[CH2:12][C:13]1[CH:14]=[CH:15][C:16]([O:19][CH2:20][CH2:21][CH2:22][CH2:23][CH2:24][CH2:25][CH2:26][CH2:27][CH2:28][CH2:29][CH2:30][CH2:31][CH2:32][CH3:33])=[CH:17][CH:18]=1)(=[O:11])[CH3:10] |f:2.3|. Procedure: The title compound is prepared by the procedure of Example 28 using 0.741 g of product from Example 77 and 5.1 ml of methyl iodide. The residue is recrystallized from methyl alcohol to give 0.933 g of the desired product as orange crystals. The spectral data indicates 2 rotomers.